This data is from the Open Reaction Database (ORD), a public repository of structured organic reaction records. The task is: describe an organic reaction: reactants, conditions, products, and yield Reactants: Cc1cc(COc2ccc(S(=O)(=O)NC3CCN(S(=O)(=O)C(C)C)CC3(C)C(=O)NOC(C)(C)C)cc2)c2ccccc2n1, O=C(O)C(F)(F)F. The product is Cc1cc(COc2ccc(S(=O)(=O)NC3CCN(S(=O)(=O)C(C)C)CC3(C)C(=O)NO)cc2)c2ccccc2n1. Reaction SMILES: [C:1]([CH3:2])([CH3:3])([CH3:4])[O:5][NH:6][C:7](=[O:8])[C:9]1([CH3:44])[CH2:10][N:11]([S:38](=[O:39])(=[O:40])[CH:41]([CH3:42])[CH3:43])[CH2:12][CH2:13][CH:14]1[NH:15][S:16](=[O:17])(=[O:18])[c:19]1[cH:20][cH:21][c:22]([O:25][CH2:26][c:27]2[cH:28][c:29]([CH3:37])[n:30][c:31]3[cH:32][cH:33][cH:34][cH:35][c:36]23)[cH:23][cH:24]1.[OH:45][C:46]([C:47]([F:48])([F:49])[F:50])=[O:51]>>[OH:5][NH:6][C:7](=[O:8])[C:9]1([CH3:44])[CH2:10][N:11]([S:38](=[O:39])(=[O:40])[CH:41]([CH3:42])[CH3:43])[CH2:12][CH2:13][CH:14]1[NH:15][S:16](=[O:17])(=[O:18])[c:19]1[cH:20][cH:21][c:22]([O:25][CH2:26][c:27]2[cH:28][c:29]([CH3:37])[n:30][c:31]3[cH:32][cH:33][cH:34][cH:35][c:36]23)[cH:23][cH:24]1. Starting materials: CC=1C=C(C=C(C1)C1=CN(C=2N=CN=C(C21)N[C@@H](C)C2=NN1C(C(N2C2=CC=CC=C2)=O)=C(C=C1)C)COCC[Si](C)(C)C)NS(=O)(=O)C ((S)—N-(3-Methyl-5-(4-((1-(5-methyl-4-oxo-3-phenyl-3,4-dihydropyrrolo[2,1-f][1,2,4]triazin-2-yl)ethyl)amino)-7-((2-(trimethylsilyl)ethoxy)methyl)-7H-pyrrolo[2,3-d]pyrimidin-5-yl)phenyl)methanesulfonamide), FC(C(=O)O)(F)F (trifluoroacetic acid), N (ammonia). The product is CC=1C=C(C=C(C1)C1=CNC=2N=CN=C(C21)N[C@@H](C)C2=NN1C(C(N2C2=CC=CC=C2)=O)=C(C=C1)C)NS(=O)(=O)C ((S)—N-(3-Methyl-5-(4-((1-(5-methyl-4-oxo-3-phenyl-3,4-dihydropyrrolo[2,1-f][1,2,4]triazin-2-yl)ethyl)amino)-7H-pyrrolo[2,3-d]pyrimidin-5-yl)phenyl)methanesulfonamide). Yield: 27.5%. RXN SMILES: [CH3:1][C:2]1[CH:3]=[C:4]([NH:45][S:46]([CH3:49])(=[O:48])=[O:47])[CH:5]=[C:6]([C:8]2[C:16]3[C:15]([NH:17][C@H:18]([C:20]4[N:25]([C:26]5[CH:31]=[CH:30][CH:29]=[CH:28][CH:27]=5)[C:24](=[O:32])[C:23]5=[C:33]([CH3:36])[CH:34]=[CH:35][N:22]5[N:21]=4)[CH3:19])=[N:14][CH:13]=[N:12][C:11]=3[N:10](COCC[Si](C)(C)C)[CH:9]=2)[CH:7]=1.FC(F)(F)C(O)=O.N>>[CH3:1][C:2]1[CH:3]=[C:4]([NH:45][S:46]([CH3:49])(=[O:48])=[O:47])[CH:5]=[C:6]([C:8]2[C:16]3[C:15]([NH:17][C@H:18]([C:20]4[N:25]([C:26]5[CH:27]=[CH:28][CH:29]=[CH:30][CH:31]=5)[C:24](=[O:32])[C:23]5=[C:33]([CH3:36])[CH:34]=[CH:35][N:22]5[N:21]=4)[CH3:19])=[N:14][CH:13]=[N:12][C:11]=3[NH:10][CH:9]=2)[CH:7]=1. Procedure details: (S)—N-(3-Methyl-5-(4-((1-(5-methyl-4-oxo-3-phenyl-3,4-dihydropyrrolo[2,1-f][1,2,4]triazin-2-yl)ethyl)amino)-7-((2-(trimethylsilyl)ethoxy)methyl)-7H-pyrrolo[2,3-d]pyrimidin-5-yl)phenyl)methanesulfonamide (110 mg, 0.16 mmol) was treated with trifluoroacetic acid (2 ml, 26 mmol) and a solution of ammonia (7N in methanol, 2 ml, 90 mmol) according to the method described in Example 27 to give 25 mg (28% yield) of the title compound. Purity 98%. The reactants are aqueous solution, [OH-].[Na+] (sodium hydroxide), [N+](=O)([O-])C1=C(C=2C(C3=CC=CC=C3C(C2C=C1)=O)=O)[N+](=O)[O-] (dinitroanthraquinone), [H][H] (hydrogen). The reagents and catalysts are [C].[Pd] (palladium-carbon). Reaction conditions: time 5 hour. The product is NC1=C(C=2C(C3=CC=CC=C3C(C2C=C1)=O)=O)N (diaminoanthraquinone). Yield: 98.0%. As a reaction SMILES: [N+:1]([C:4]1[CH:17]=[CH:16][C:15]2[C:14](=[O:18])[C:13]3[C:8](=[CH:9][CH:10]=[CH:11][CH:12]=3)[C:7](=[O:19])[C:6]=2[C:5]=1[N+:20]([O-])=O)([O-])=O.[OH-].[Na+].[H][H]>[C].[Pd]>[NH2:1][C:4]1[CH:17]=[CH:16][C:15]2[C:14](=[O:18])[C:13]3[C:8](=[CH:9][CH:10]=[CH:11][CH:12]=3)[C:7](=[O:19])[C:6]=2[C:5]=1[NH2:20] |f:1.2,4.5|. Reported procedure: A 500 ml. electromagnetically stirred glass reactor was charged with 5.0 g (0.0167 mole) of dinitroanthraquinone (a mixture of 1,5-isomer and 1,8-isomer), 100 g (0.1 mole) of a 4% aqueous solution of sodium hydroxide and 0.25 g of 5% palladium-carbon. The inside of the reactor was purged with hydrogen, and the dinitroanthraquinone was hydrogenated at 30° C. with stirring. In 5 hours, 0.1169 mole of hydrogen was absorbed, the reaction was stopped. The reaction mixture was filtered in an atmospher... Reactants: O=C([O-])[O-], Cc1nccn1-c1nc(-c2ccc(Cl)cc2)c(CCCOS(C)(=O)=O)o1, CN(C)C=O, [K+], [K+], O, N#CCc1ccc(O)cc1. Product: Cc1nccn1-c1nc(-c2ccc(Cl)cc2)c(CCCOc2ccc(CC#N)cc2)o1. As a reaction SMILES: [C:37](=[O:38])([O-:39])[O-:40].[CH3:1][S:2](=[O:3])(=[O:4])[O:5][CH2:6][CH2:7][CH2:8][c:9]1[c:10](-[c:20]2[cH:21][cH:22][c:23]([Cl:26])[cH:24][cH:25]2)[n:11][c:12](-[n:14]2[c:15]([CH3:19])[n:16][cH:17][cH:18]2)[o:13]1.[CH3:43][N:44]([CH3:45])[CH:46]=[O:47].[K+:41].[K+:42].[OH2:48].[OH:27][c:28]1[cH:29][cH:30][c:31]([CH2:34][C:35]#[N:36])[cH:32][cH:33]1>>[O:5]([CH2:6][CH2:7][CH2:8][c:9]1[c:10](-[c:20]2[cH:21][cH:22][c:23]([Cl:26])[cH:24][cH:25]2)[n:11][c:12](-[n:14]2[c:15]([CH3:19])[n:16][cH:17][cH:18]2)[o:13]1)[c:28]1[cH:29][cH:30][c:31]([CH2:34][C:35]#[N:36])[cH:32][cH:33]1. Reactants: OC1=C2C(=NC(=C1)C=1N=C(SC1)C(C)C)C1=C(O2)C=CC(=C1Br)OC (4-hydroxyl-9-bromo-2-(2-isopropyl-thiazol-4-yl)-8-methoxy-benzofuro[3,2-b]pyridine), O=P(Cl)(Cl)Cl (POCl3). Conditions: temperature 110 celsius. Yields the product BrC1=C(C=CC2=C1C1=NC(=CC(=C1O2)Cl)C=2N=C(SC2)C(C)C)OC (9-bromo-4-chloro-2-(2-isopropyl-thiazol-4-yl)-8-methoxy-benzofuro[3,2-b]pyridine). Isolated yield 16.0%. RXN SMILES: O[C:2]1[CH:7]=[C:6]([C:8]2[N:9]=[C:10]([CH:13]([CH3:15])[CH3:14])[S:11][CH:12]=2)[N:5]=[C:4]2[C:16]3[C:22]([Br:23])=[C:21]([O:24][CH3:25])[CH:20]=[CH:19][C:17]=3[O:18][C:3]=12.O=P(Cl)(Cl)[Cl:28]>>[Br:23][C:22]1[C:16]2[C:4]3[C:3]([O:18][C:17]=2[CH:19]=[CH:20][C:21]=1[O:24][CH3:25])=[C:2]([Cl:28])[CH:7]=[C:6]([C:8]1[N:9]=[C:10]([CH:13]([CH3:15])[CH3:14])[S:11][CH:12]=1)[N:5]=3. Procedure details: A mixture of 15C (1.2 g, 2.8 mmol) in POCl3 (10 mL) was heated to 110° C. and reacted for 30 min. TLC monitored the reaction. After the reaction completed, POCl3 in the reaction mixture was evaporated. The residue was added dropwise into ice-water. The precipitated solids were collected by filtration and purified by short column chromatography to give M15 (0.2 g, 16% yield). Starting materials: CC(=O)O, Cc1ccc(Cl)c(N)c1, N#CO[K], O. The product is Cc1ccc(Cl)c(NC(N)=O)c1. Reaction SMILES: [CH3:14][C:15](=[O:16])[OH:17].[Cl:1][c:2]1[c:3]([NH2:4])[cH:5][c:6]([CH3:9])[cH:7][cH:8]1.[K:10][O:11][C:12]#[N:13].[OH2:18]>>[Cl:1][c:2]1[c:3]([NH:4][C:12](=[O:11])[NH2:13])[cH:5][c:6]([CH3:9])[cH:7][cH:8]1. Reactants: COC1=CC=C(C=C1)C1CC=C(C=C1C1=CC=C(C=C1)OC)C1=CC=C(C=C1)F (1-[4,5-bis(4-methoxyphenyl)-1,5-cyclohexadien-1-yl]-4-fluorobenzene), ClC=1C(C(=C(C(C1Cl)=O)C#N)C#N)=O (2,3-dichloro-5,6-dicyano-1,4-benzoquinone). The solvent is C1(=CC=CC=C1)C (toluene). Yields the product FC1=CC=C(C=C1)C=1C=C(C(=CC1)C1=CC=C(C=C1)OC)C1=CC=C(C=C1)OC (4'-(4-fluorophenyl)-4,4"-dimethoxy-1,1':2',1"-terphenyl). Reaction SMILES: [CH3:1][O:2][C:3]1[CH:8]=[CH:7][C:6]([CH:9]2[C:14]([C:15]3[CH:20]=[CH:19][C:18]([O:21][CH3:22])=[CH:17][CH:16]=3)=[CH:13][C:12]([C:23]3[CH:28]=[CH:27][C:26]([F:29])=[CH:25][CH:24]=3)=[CH:11][CH2:10]2)=[CH:5][CH:4]=1.ClC1C(=O)C(C#N)=C(C#N)C(=O)C=1Cl>C1(C)C=CC=CC=1>[F:29][C:26]1[CH:25]=[CH:24][C:23]([C:12]2[CH:13]=[C:14]([C:15]3[CH:20]=[CH:19][C:18]([O:21][CH3:22])=[CH:17][CH:16]=3)[C:9]([C:6]3[CH:7]=[CH:8][C:3]([O:2][CH3:1])=[CH:4][CH:5]=3)=[CH:10][CH:11]=2)=[CH:28][CH:27]=1. Reported procedure: To a solution of 13.91 g. of 1-[4,5-bis(4-methoxyphenyl)-1,5-cyclohexadien-1-yl]-4-fluorobenzene in 500 ml. of toluene were added 9.08 g. of 2,3-dichloro-5,6-dicyano-1,4-benzoquinone (DDQ). The solution was allowed to reflux under a nitrogen atmosphere for 20 hours employing a Dean-Stark trap. After cooling, the reaction mixture was filtered and the filtrate was evaporated in vacuo. The residue was purified by chromatography. The appropriate fractions were combined, evaporated, and recrystallize...